From a dataset of the Open Reaction Database (ORD), a public repository of structured organic reaction records. describe an organic reaction: reactants, conditions, products, and yield The product is O=c1oc2ccc(Cl)cc2c(O)c1[N+](=O)[O-]. Reactants: ClC(Cl)Cl, O=c1cc(O)c2cc(Cl)ccc2o1, O=[N+]([O-])O. As a reaction SMILES: [CH:18]([Cl:19])([Cl:20])[Cl:21].[Cl:5][c:6]1[cH:7][c:8]2[c:9]([OH:17])[cH:10][c:11](=[O:16])[o:12][c:13]2[cH:14][cH:15]1.[OH:1][N+:2]([O-:3])=[O:4]>>[O-:1][N+:2](=[O:4])[c:10]1[c:9]([OH:17])[c:8]2[cH:7][c:6]([Cl:5])[cH:15][cH:14][c:13]2[o:12][c:11]1=[O:16]. Reactants: glass, N1CCOCC1 (morpholine), C=O (paraformaldehyde), C(C)C=1C=C(C=CC1)O (m-ethylphenol). Solvent: C(C)#N (acetonitrile). Reaction conditions: temperature 65 celsius, time 2 hour. Yields the product N1(CCOCC1)CC1=C(C=C(C=C1)CC)O (2-(morpholin4-ylmethyl)-5-ethylphenol). Isolated yield 102.6%. RXN SMILES: [CH2:1]=O.[CH2:3]([C:5]1[CH:6]=[C:7]([OH:11])[CH:8]=[CH:9][CH:10]=1)[CH3:4].[NH:12]1[CH2:17][CH2:16][O:15][CH2:14][CH2:13]1>C(#N)C>[N:12]1([CH2:1][C:8]2[CH:9]=[CH:10][C:5]([CH2:3][CH3:4])=[CH:6][C:7]=2[OH:11])[CH2:17][CH2:16][O:15][CH2:14][CH2:13]1. Procedure details: To a 50 gallon glass lined reactor was added 23.07 pounds (0.769 mole--1.04 equiv.) of paraformaldehyde, followed by 92 pounds (%Wt/Wt Phenol to Solvent--100%) of acetonitrile, and then 92 pounds (0.739 mole--1.0 equiv.) of 98.0% pure m-ethylphenol. The mixture was heated to 65° C., and 66.2 pounds (0.761 mole--1.03 equiv.) of morpholine was added at a rate of 0.5 lb./min. during a two hour period. Upon completion of addition, the reaction mixture was heated to 65-70° C. where it stirred for thr... Reactants: O=C(OCC(Cl)(Cl)Cl)Oc1cc2occ(C(=O)O)c(=O)c2cc1OC(=O)OCC(Cl)(Cl)Cl, O=S(Cl)Cl, c1ccccc1. The product is O=C(OCC(Cl)(Cl)Cl)Oc1cc2occ(C(=O)Cl)c(=O)c2cc1OC(=O)OCC(Cl)(Cl)Cl. RXN SMILES: [Cl:1][C:2]([CH2:3][O:4][C:5](=[O:6])[O:7][c:8]1[cH:9][c:10]2[c:11](=[O:30])[c:12]([C:27](=[O:28])[OH:29])[cH:13][o:14][c:15]2[cH:16][c:17]1[O:18][C:19](=[O:20])[O:21][CH2:22][C:23]([Cl:24])([Cl:25])[Cl:26])([Cl:31])[Cl:32].[S:33]([Cl:34])([Cl:35])=[O:36].[cH:37]1[cH:38][cH:39][cH:40][cH:41][cH:42]1>>[Cl:1][C:2]([CH2:3][O:4][C:5](=[O:6])[O:7][c:8]1[cH:9][c:10]2[c:11](=[O:30])[c:12]([C:27](=[O:29])[Cl:35])[cH:13][o:14][c:15]2[cH:16][c:17]1[O:18][C:19](=[O:20])[O:21][CH2:22][C:23]([Cl:24])([Cl:25])[Cl:26])([Cl:31])[Cl:32]. Reactants: [N+](=O)([O-])C=1C=CC2=C(C(=NCC=3N2C(=NN3)C)C3=NC=CC=C3)C1 (8-nitro-1-methyl-6-(2-pyridyl)-4H-s-triazolo[4,3-a][1,4]benzodiazepine), N,N,N'N'-tetrapropyldiaminomethane, C(C)(=O)Cl (acetyl chloride). The solvent is CN(C=O)C (dimethylformamide), N,N,N',N'-tetrapropyldiaminomethane. Product: [N+](=O)([O-])C=1C=CC2=C(C(=NCC=3N2C(=NN3)CCN(CCC)CCC)C3=NC=CC=C3)C1 (8-nitro-1-[2-(dipropylamino)ethyl]-6-(2-pyridyl)-4H-s-triazolo[4,3-a][1,4]benzodiazepine). RXN SMILES: [N+:1]([C:4]1[CH:5]=[CH:6][C:7]2[N:13]3[C:14]([CH3:17])=[N:15][N:16]=[C:12]3[CH2:11][N:10]=[C:9]([C:18]3[CH:23]=[CH:22][CH:21]=[CH:20][N:19]=3)[C:8]=2[CH:24]=1)([O-:3])=[O:2].[C:25](Cl)(=O)[CH3:26]>CN(C)C=O>[N+:1]([C:4]1[CH:5]=[CH:6][C:7]2[N:13]3[C:14]([CH2:17][CH2:12][N:13]([CH2:14][CH2:25][CH3:26])[CH2:7][CH2:6][CH3:5])=[N:15][N:16]=[C:12]3[CH2:11][N:10]=[C:9]([C:18]3[CH:23]=[CH:22][CH:21]=[CH:20][N:19]=3)[C:8]=2[CH:24]=1)([O-:3])=[O:2]. Procedure details: In the manner given in Example 1, a solution of 8-nitro-1-methyl-6-(2-pyridyl)-4H-s-triazolo[4,3-a][1,4]benzodiazepine in dimethylformamide, N,N,N',N'-tetrapropyldiaminomethane and acetyl chloride (in 0.1 molar excess compared to the N,N,N'N'-tetrapropyldiaminomethane) are reacted together to give 8-nitro-1-[2-(dipropylamino)ethyl]-6-(2-pyridyl)-4H-s-triazolo[4,3-a][1,4]benzodiazepine. Run in O1CCCC1 (tetrahydrofurane), O1CCCC1 (tetrahydrofurane). As a reaction SMILES: C(OP([CH2:9][C:10]([O:12][C:13]([CH3:16])([CH3:15])[CH3:14])=[O:11])(OCC)=O)C.C([O-])(C)(C)C.[Na+].[CH:23]([C:25]1[CH:34]=[CH:33][C:28]([C:29]([O:31][CH3:32])=[O:30])=[C:27]([O:35][CH3:36])[CH:26]=1)=O.[Cl-].[NH4+]>O1CCCC1>[C:13]([O:12][C:10](/[CH:9]=[CH:23]/[C:25]1[CH:34]=[CH:33][C:28]([C:29]([O:31][CH3:32])=[O:30])=[C:27]([O:35][CH3:36])[CH:26]=1)=[O:11])([CH3:14])([CH3:15])[CH3:16] |f:1.2,4.5|. Run at temperature 0 celsius, time 30 minute. The reactants are C(=O)C1=CC(=C(C(=O)OC)C=C1)OC (methyl 4-formyl-2-methoxy-benzoate), [Cl-].[NH4+] (ammonium chloride), C(C)OP(=O)(OCC)CC(=O)OC(C)(C)C (tert-butyl diethylphosphonoacetate), C(C)(C)(C)[O-].[Na+] (sodium tert-butanolate). Reported procedure: To 720 μL of tert-butyl diethylphosphonoacetate (1.1 equivalents) in 3 mL of tetrahydrofurane cooled to 0° C. under an inert atmosphere are added 307 mg of sodium tert-butanolate (1.15 equivalents). The whole is stirred for 30 minutes at 0° C. and then for 1 hour at room temperature. A solution cooled to 0-4° C. of 540 mg of aldehyde obtained in stage 3 in 1 ml of tetrahydrofurane is added dropwise to the previous mixture also cooled to 0° C. Stirring is maintained at this temperature for 30 min... Product: C(C)(C)(C)OC(=O)/C=C/C1=CC(=C(C(=O)OC)C=C1)OC (methyl 4-((E)-2-tert-butoxycarbonyl-vinyl)-2-methoxy-benzoate). Reactants: O=C([O-])O, CCO, CC1(C)OCC(Cn2c3ccccc3c3c4c(c5c6ccccc6[nH]c5c32)C(=O)NC4=O)O1, Cl, [K+]. Product: O=C1NC(=O)c2c1c1c3ccccc3[nH]c1c1c2c2ccccc2n1CC(O)CO. RXN SMILES: [C:34](=[O:35])([O-:36])[OH:37].[CH2:39]([OH:40])[CH3:41].[CH3:1][C:2]1([CH3:33])[O:3][CH2:4][CH:5]([CH2:7][n:8]2[c:9]3[cH:10][cH:11][cH:12][cH:13][c:14]3[c:15]3[c:16]4[c:17]([c:18]5[c:19]([c:20]23)[nH:21][c:22]2[cH:23][cH:24][cH:25][cH:26][c:27]52)[C:28](=[O:32])[NH:29][C:30]4=[O:31])[O:6]1.[ClH:42].[K+:38]>>[OH:3][CH2:4][CH:5]([OH:6])[CH2:7][n:8]1[c:9]2[cH:10][cH:11][cH:12][cH:13][c:14]2[c:15]2[c:16]3[c:17]([c:18]4[c:19]([c:20]12)[nH:21][c:22]1[cH:23][cH:24][cH:25][cH:26][c:27]41)[C:28](=[O:32])[NH:29][C:30]3=[O:31]. Reactants: N1C(=O)C(=O)C2=CC=CC=C12 (isatin), C([O-])([O-])=O.[Cs+].[Cs+] (cesium carbonate), C(C#C)Br (Propargyl bromide). Run in CN(C)C=O (DMF). Conditions: time 90 minute. The product is C(C#C)N1C(C(C2=CC=CC=C12)=O)=O (1-prop-2-yn-1-yl-1H-indole-2,3-dione), solid. As a reaction SMILES: [NH:1]1[C:11]2[C:6](=[CH:7][CH:8]=[CH:9][CH:10]=2)[C:4](=[O:5])[C:2]1=[O:3].C(=O)([O-])[O-].[Cs+].[Cs+].[CH2:18](Br)[C:19]#[CH:20]>CN(C=O)C>[CH2:20]([N:1]1[C:11]2[C:6](=[CH:7][CH:8]=[CH:9][CH:10]=2)[C:4](=[O:5])[C:2]1=[O:3])[C:19]#[CH:18] |f:1.2.3|. Reported procedure: To a solution of isatin (200 mg, 1.36 mmol) in DMF (5 mL) was added cesium carbonate (487 mg, 1.5 mmol). The reaction was stirred at room temperature for 90 minutes. Propargyl bromide (243 uL, 1.63 mmol) was then added. The reaction was stirred overnight at room temperature, concentrated in vacuo, dissolved in EtOAc and washed with saturated NaHCO3(aq) (1×). The layers were separated and the aqueous layer was extracted with additional EtOAc (2×). The combined organic phases was dried over Na2SO4...